From a dataset of the Open Reaction Database (ORD), a public repository of structured organic reaction records. describe an organic reaction: reactants, conditions, products, and yield Reactants: CCOC(=O)C1(C(CC2CC2)NS(=O)C(C)(C)C)SCCS1, CN, CCO. Product: CNC(=O)C1(C(CC2CC2)NS(=O)C(C)(C)C)SCCS1. RXN SMILES: [C:1]([CH3:2])([CH3:3])([CH3:4])[S:5](=[O:6])[NH:7][CH:8]([CH2:9][CH:10]1[CH2:11][CH2:12]1)[C:13]1([C:18]([O:20][CH2:19][CH3:21])=[O:22])[S:14][CH2:15][CH2:16][S:17]1.[CH3:23][NH2:24].[CH3:25][CH2:26][OH:27]>>[C:1]([CH3:2])([CH3:3])([CH3:4])[S:5](=[O:6])[NH:7][CH:8]([CH2:9][CH:10]1[CH2:11][CH2:12]1)[C:13]1([C:18](=[O:20])[NH:24][CH3:23])[S:14][CH2:15][CH2:16][S:17]1.